Dataset: the Open Reaction Database (ORD), a public repository of structured organic reaction records. Task: describe an organic reaction: reactants, conditions, products, and yield Starting materials: C(C=C)OC(C[C@@H]([C@@H](C(C)C)NC([C@@H](CSC(C1=CC=CC=C1)(C1=CC=CC=C1)C1=CC=CC=C1)NC([C@@H](CC(C)C)NC(C[C@H](\C=C\CCSC(C1=CC=CC=C1)(C1=CC=CC=C1)C1=CC=CC=C1)O)=O)=O)=O)O)=O ((3S,4R)-3-hydroxy-4-{(S)-2-[(R)-2-((E)-(R)-3-hydroxy-7-tritylsulfanyl-hept-4-enoylamino)-4-methyl-pentanoylamino]-3-tritylsulfanyl-propionylamino}-5-methyl-hexanoic acid allyl ester), N1CCOCC1 (morpholine). Reagents/catalysts: C=1C=CC(=CC1)[P](C=2C=CC=CC2)(C=3C=CC=CC3)[Pd]([P](C=4C=CC=CC4)(C=5C=CC=CC5)C=6C=CC=CC6)([P](C=7C=CC=CC7)(C=8C=CC=CC8)C=9C=CC=CC9)[P](C=1C=CC=CC1)(C=1C=CC=CC1)C=1C=CC=CC1 (Pd(PPh3)4). The solvent is CO (CH3OH). Conditions: time 2 hour. Product: O[C@@H](CC(=O)O)[C@@H](C(C)C)NC([C@@H](CSC(C1=CC=CC=C1)(C1=CC=CC=C1)C1=CC=CC=C1)NC([C@@H](CC(C)C)NC(C[C@H](\C=C\CCSC(C1=CC=CC=C1)(C1=CC=CC=C1)C1=CC=CC=C1)O)=O)=O)=O ((3S,4R)-3-Hydroxy-4-{(S)-2-[(R)-2-((E)-(R)-3-hydroxy-7-tritylsulfanyl-hept-4-enoylamino)-4-methyl-pentanoylamino]-3-tritylsulfanyl-propionylamino}-5-methyl-hexanoic acid). The yield is 63.3%. As a reaction SMILES: C([O:4][C:5](=[O:76])[CH2:6][C@H:7]([OH:75])[C@H:8]([NH:12][C:13](=[O:74])[C@H:14]([NH:36][C:37](=[O:73])[C@H:38]([NH:43][C:44](=[O:72])[CH2:45][C@@H:46]([OH:71])/[CH:47]=[CH:48]/[CH2:49][CH2:50][S:51][C:52]([C:65]1[CH:70]=[CH:69][CH:68]=[CH:67][CH:66]=1)([C:59]1[CH:64]=[CH:63][CH:62]=[CH:61][CH:60]=1)[C:53]1[CH:58]=[CH:57][CH:56]=[CH:55][CH:54]=1)[CH2:39][CH:40]([CH3:42])[CH3:41])[CH2:15][S:16][C:17]([C:30]1[CH:35]=[CH:34][CH:33]=[CH:32][CH:31]=1)([C:24]1[CH:29]=[CH:28][CH:27]=[CH:26][CH:25]=1)[C:18]1[CH:23]=[CH:22][CH:21]=[CH:20][CH:19]=1)[CH:9]([CH3:11])[CH3:10])C=C.N1CCOCC1>CO.C1C=CC([P]([Pd]([P](C2C=CC=CC=2)(C2C=CC=CC=2)C2C=CC=CC=2)([P](C2C=CC=CC=2)(C2C=CC=CC=2)C2C=CC=CC=2)[P](C2C=CC=CC=2)(C2C=CC=CC=2)C2C=CC=CC=2)(C2C=CC=CC=2)C2C=CC=CC=2)=CC=1>[OH:75][C@H:7]([C@H:8]([NH:12][C:13](=[O:74])[C@H:14]([NH:36][C:37](=[O:73])[C@H:38]([NH:43][C:44](=[O:72])[CH2:45][C@@H:46]([OH:71])/[CH:47]=[CH:48]/[CH2:49][CH2:50][S:51][C:52]([C:65]1[CH:66]=[CH:67][CH:68]=[CH:69][CH:70]=1)([C:53]1[CH:58]=[CH:57][CH:56]=[CH:55][CH:54]=1)[C:59]1[CH:64]=[CH:63][CH:62]=[CH:61][CH:60]=1)[CH2:39][CH:40]([CH3:41])[CH3:42])[CH2:15][S:16][C:17]([C:18]1[CH:19]=[CH:20][CH:21]=[CH:22][CH:23]=1)([C:30]1[CH:35]=[CH:34][CH:33]=[CH:32][CH:31]=1)[C:24]1[CH:25]=[CH:26][CH:27]=[CH:28][CH:29]=1)[CH:9]([CH3:11])[CH3:10])[CH2:6][C:5]([OH:76])=[O:4] |^1:88,90,109,128|. Procedure details: To a solution of 4C (168 mg, 0.158 mmol) in dry CH3OH (5 mL) at rt was added morpholine (27.6 μl, 0.48 mmol) followed by Pd(PPh3)4 (18.3 mg, 0.016 mmol). After stirring for 2 h the solvent was evaporated, the product rinsed with CH2Cl2 and washed with 1 M HCl (10 mL), sat NaHCO3 (10 mL) and sat. NaCl (10 mL) solutions. The organic layer was then dried with MgSO4 and filtered, the solvent was removed in vacuo and the crude product was washed with hexane (3×20 mL) and purified by flash chromatogra... Starting materials: N1=CC=CC2=CC=CC=C12 (quinoline), FC=1C=C2C=CC(=NC2=CC1)C (6-fluoroquinaldine), II (iodine). Run in ClC1=CC=CC=C1 (chlorobenzene). Product: [I-].FC1=CC=2C=CC=3N(C2C=C1)C1=[N+](C=2C=CC=CC2C=C1)C3 (10-fluoroimidazo[1,2-a:3,4-a']diquinolin-15-ium Iodide). RXN SMILES: [N:1]1[C:10]2[C:5](=[CH:6][CH:7]=[CH:8][CH:9]=2)[CH:4]=[CH:3][CH:2]=1.[F:11][C:12]1[CH:13]=[C:14]2[C:19](=[CH:20][CH:21]=1)[N:18]=[C:17]([CH3:22])[CH:16]=[CH:15]2.[I:23]I>ClC1C=CC=CC=1>[I-:23].[F:11][C:12]1[CH:21]=[CH:20][C:19]2[N:18]3[C:2]4[CH:3]=[CH:4][C:5]5[CH:6]=[CH:7][CH:8]=[CH:9][C:10]=5[N+:1]=4[CH:22]=[C:17]3[CH:16]=[CH:15][C:14]=2[CH:13]=1 |f:4.5|. Reported procedure: A mixture of 614 g. of quinoline, 192 g. of 6-fluoroquinaldine [J. Org. Chem. 42, 911 (1977)], 2.0 l. of chlorobenzene and 602 g. of iodine is stirred at 25°-30° C. for 2 hours, then heated at 95°-100° C. for 90 hours. The mixture is cooled and the precipitate is collected, washed with cold chlorobenzene and suspended in 1.5 l. of methanol. The methanol suspension is stirred with 150 ml. of hydrazine hydrate and the resulting solid 10-fluoroimidazo[1,2-a:3,4-a']diquinolin-15-ium iodide is collec... Starting materials: C(=O)(OC(C)(C)C)OC(=O)OC(C)(C)C (di-tert-butyl dicarbonate), C(C)(C)(C)OC(=O)C(C)(OC=1C=C(C=CC1)CC(=O)O)C (3-(1-tert-Butoxycarbonyl-1-methylethoxy)phenylacetic acid), N1=CC=CC=C1 (pyridine), C(O)([O-])=O.[NH4+] (ammonium hydrogencarbonate), resultant mixture. Procedure details: 3-(1-tert-Butoxycarbonyl-1-methylethoxy)phenylacetic acid (2.0 g, 6.79 mmol) is dissolved in acetonitrile (15 mL). Subsequently, pyridine (0.34 mL, 4.22 mmol) and ammonium hydrogencarbonate (699 mg, 8.84 mmol) were added thereto, and the mixture was stirred for 10 minutes at room temperature. Thereafter, di-tert-butyl dicarbonate [Boc2O (2.03 mL, 8.84 mmol)] was added thereto, and the resultant mixture was stirred for 14 hours. The reaction mixture was concentrated under reduced pressure. Therea... Reaction SMILES: [C:1]([O:5][C:6]([C:8]([CH3:21])([O:10][C:11]1[CH:12]=[C:13]([CH2:17][C:18](O)=[O:19])[CH:14]=[CH:15][CH:16]=1)[CH3:9])=[O:7])([CH3:4])([CH3:3])[CH3:2].[N:22]1C=CC=CC=1.C(=O)([O-])O.[NH4+].C(OC(OC(C)(C)C)=O)(OC(C)(C)C)=O>C(#N)C>[NH2:22][C:18]([CH2:17][C:13]1[CH:12]=[C:11]([CH:16]=[CH:15][CH:14]=1)[O:10][C:8]([CH3:21])([CH3:9])[C:6]([O:5][C:1]([CH3:4])([CH3:3])[CH3:2])=[O:7])=[O:19] |f:2.3|. Yields the product NC(=O)CC=1C=C(OC(C(=O)OC(C)(C)C)(C)C)C=CC1 (tert-Butyl 2-[3-(aminocarbonylmethyl)phenoxy]-2-methylpropionate). Solvent: C(C)#N (acetonitrile). Run at time 10 minute. The reactants are CC(=O)O, O=S(=O)(Nc1nccnc1OCc1ccc(COC2CCCCO2)cc1)c1cccc(Cl)c1Cl, C1CCOC1, O. Product: O=S(=O)(Nc1nccnc1OCc1ccc(CO)cc1)c1cccc(Cl)c1Cl. As a reaction SMILES: [CH3:35][C:36](=[O:37])[OH:38].[Cl:1][c:2]1[c:3]([S:9](=[O:10])(=[O:11])[NH:12][c:13]2[n:14][cH:15][cH:16][n:17][c:18]2[O:19][CH2:20][c:21]2[cH:22][cH:23][c:24]([CH2:27][O:28][CH:29]3[CH2:30][CH2:31][CH2:32][CH2:33][O:34]3)[cH:25][cH:26]2)[cH:4][cH:5][cH:6][c:7]1[Cl:8].[O:40]1[CH2:41][CH2:42][CH2:43][CH2:44]1.[OH2:39]>>[Cl:1][c:2]1[c:3]([S:9](=[O:10])(=[O:11])[NH:12][c:13]2[n:14][cH:15][cH:16][n:17][c:18]2[O:19][CH2:20][c:21]2[cH:22][cH:23][c:24]([CH2:27][OH:28])[cH:25][cH:26]2)[cH:4][cH:5][cH:6][c:7]1[Cl:8]. The reactants are O=C(O)COc1ccc([N+](=O)[O-])cc1C(=O)NCc1ccc(Br)cc1F, CCO, [H][H]. Product: Nc1ccc(OCC(=O)O)c(C(=O)NCc2ccc(Br)cc2F)c1. RXN SMILES: [Br:1][c:2]1[cH:3][c:4]([F:26])[c:5]([CH2:6][NH:7][C:8](=[O:9])[c:10]2[c:11]([O:12][CH2:13][C:14](=[O:15])[OH:16])[cH:17][cH:18][c:19]([N+:21]([O-:22])=[O:23])[cH:20]2)[cH:24][cH:25]1.[CH2:29]([OH:30])[CH3:31].[H:27][H:28]>>[Br:1][c:2]1[cH:3][c:4]([F:26])[c:5]([CH2:6][NH:7][C:8](=[O:9])[c:10]2[c:11]([O:12][CH2:13][C:14](=[O:15])[OH:16])[cH:17][cH:18][c:19]([NH2:21])[cH:20]2)[cH:24][cH:25]1. Starting materials: BrC1=CC=CC=2N1N=C(N2)N (5-bromo-[1,2,4]triazolo[1,5-a]pyridin-2-ylamine), C[S-].[Na+] (sodium thiomethoxide), O (water). Run in CN(C=O)C (dimethylformamide). Run at temperature 60 celsius, time 2 hour. The product is CSC1=CC=CC=2N1N=C(N2)N (5-Methylsulfanyl-[1,2,4]triazolo[1,5-a]pyridin-2-ylamine). RXN SMILES: Br[C:2]1[N:7]2[N:8]=[C:9]([NH2:11])[N:10]=[C:6]2[CH:5]=[CH:4][CH:3]=1.[CH3:12][S-:13].[Na+].O>CN(C)C=O>[CH3:12][S:13][C:2]1[N:7]2[N:8]=[C:9]([NH2:11])[N:10]=[C:6]2[CH:5]=[CH:4][CH:3]=1 |f:1.2|. Procedure: To a stirred solution of 5-bromo-[1,2,4]triazolo[1,5-a]pyridin-2-ylamine (20 g, 93.9 mmol) in dimethylformamide (60 mL) was added sodium thiomethoxide (8.60 g, 122 mmol) portionwise, and the reaction mixture was stirred at 60° C. for 2 hours. The mixture was allowed to cool, water added (350 mL) and the product collected by filtration to afford the expected compound as a white solid. No further purification was required. Yield: 15.7 g, 93%; LCMS method: 3, RT: 1.38 min, MI: 181 [M+1]. The reactants are Oc1cc(F)c(Br)cc1O, CO, ClC(Cl)(c1ccccc1)c1ccccc1. Product: Fc1cc2c(cc1Br)OC(c1ccccc1)(c1ccccc1)O2. RXN SMILES: [Br:1][c:2]1[cH:3][c:4]([OH:10])[c:5]([OH:9])[cH:6][c:7]1[F:8].[CH3:26][OH:27].[c:11]1([C:17]([Cl:18])([Cl:19])[c:20]2[cH:21][cH:22][cH:23][cH:24][cH:25]2)[cH:12][cH:13][cH:14][cH:15][cH:16]1>>[Br:1][c:2]1[cH:3][c:4]2[c:5]([cH:6][c:7]1[F:8])[O:9][C:17]([c:11]1[cH:12][cH:13][cH:14][cH:15][cH:16]1)([c:20]1[cH:21][cH:22][cH:23][cH:24][cH:25]1)[O:10]2. The reactants are CCOC(=O)N=NC(=O)OCC, C1CCOC1, O=c1cc(COC2CCCCO2)[nH]cc1CCCO, c1ccc(P(c2ccccc2)c2ccccc2)cc1, Cc1ccccc1. The product is c1nc(COC2CCCCO2)cc2c1CCCO2. RXN SMILES: [N:46]([C:47]([O:48][CH2:49][CH3:50])=[O:51])=[N:52][C:53]([O:54][CH2:55][CH3:56])=[O:57].[O:58]1[CH2:59][CH2:60][CH2:61][CH2:62]1.[OH:1][CH2:2][CH2:3][CH2:4][c:5]1[c:6](=[O:19])[cH:7][c:8]([CH2:11][O:12][CH:13]2[O:14][CH2:15][CH2:16][CH2:17][CH2:18]2)[nH:9][cH:10]1.[c:20]1([P:21]([c:22]2[cH:23][cH:24][cH:25][cH:26][cH:27]2)[c:28]2[cH:29][cH:30][cH:31][cH:32][cH:33]2)[cH:34][cH:35][cH:36][cH:37][cH:38]1.[c:39]1([CH3:40])[cH:41][cH:42][cH:43][cH:44][cH:45]1>>[CH2:2]1[CH2:3][CH2:4][c:5]2[c:6]([cH:7][c:8]([CH2:11][O:12][CH:13]3[O:14][CH2:15][CH2:16][CH2:17][CH2:18]3)[n:9][cH:10]2)[O:19]1. The reactants are CC(C)(C)OC(=O)Nc1ccccc1N, O=C(O)c1ccc(N2CCOCC2)cc1, CN(C)C=O. Product: Nc1ccccc1NC(=O)c1ccc(N2CCOCC2)cc1. As a reaction SMILES: [C:1]([O:2][C:6](=[O:7])[NH:8][c:9]1[c:10]([NH2:15])[cH:11][cH:12][cH:13][cH:14]1)([CH3:3])([CH3:4])[CH3:5].[O:16]1[CH2:17][CH2:18][N:19]([c:22]2[cH:23][cH:24][c:25]([C:26]([OH:27])=[O:28])[cH:29][cH:30]2)[CH2:20][CH2:21]1.[O:31]=[CH:32][N:33]([CH3:34])[CH3:35]>>[C:6](=[O:7])([NH:8][c:9]1[c:10]([NH2:15])[cH:11][cH:12][cH:13][cH:14]1)[c:25]1[cH:24][cH:23][c:22]([N:19]2[CH2:18][CH2:17][O:16][CH2:21][CH2:20]2)[cH:30][cH:29]1. The reactants are C(CCC)[Li] (n-butyllithium), [Cl-].[NH4+] (ammonium chloride), C[Si](C)(C)C#C (trimethylsilylacetylene), C(C)OC1=C(C(=C(OCC2CCC(CC2)C2CCC(OC2)=O)C=C1)F)F (5-[4-(4-ethoxy-2,3-difluorophenoxymethyl)cyclohexyl]tetrahydropyran-2-one). Solvent: CCCCCC (hexane), C1CCOC1 (THF), C1CCOC1 (THF). Run at time 1 hour. The product is C(C)OC1=C(C(=C(OCC2CCC(CC2)C2CCC(OC2)(O)C#C[Si](C)(C)C)C=C1)F)F (5-[4-(4-ethoxy-2,3-difluorophenoxymethyl)cyclohexyl]-2-trimethylsilanylethynyltetrahydropyran-2-ol). Yield: 92.6%. As a reaction SMILES: [CH3:1][Si:2]([C:5]#[CH:6])([CH3:4])[CH3:3].C([Li])CCC.[CH2:12]([O:14][C:15]1[CH:35]=[CH:34][C:18]([O:19][CH2:20][CH:21]2[CH2:26][CH2:25][CH:24]([CH:27]3[CH2:32][O:31][C:30](=[O:33])[CH2:29][CH2:28]3)[CH2:23][CH2:22]2)=[C:17]([F:36])[C:16]=1[F:37])[CH3:13].[Cl-].[NH4+]>C1COCC1.CCCCCC>[CH2:12]([O:14][C:15]1[CH:35]=[CH:34][C:18]([O:19][CH2:20][CH:21]2[CH2:26][CH2:25][CH:24]([CH:27]3[CH2:32][O:31][C:30]([C:6]#[C:5][Si:2]([CH3:4])([CH3:3])[CH3:1])([OH:33])[CH2:29][CH2:28]3)[CH2:23][CH2:22]2)=[C:17]([F:36])[C:16]=1[F:37])[CH3:13] |f:3.4|. Procedure details: 2.55 g of trimethylsilylacetylene was dissolved in 20 mL THF, and then 15.7 mL of a 1.66 M hexane solution of n-butyllithium was added dropwise thereto at −70° C., followed by stirring at that temperature for 1 hour. To the resulting solution, a solution containing 9.12 g of 5-[4-(4-ethoxy-2,3-difluorophenoxymethyl)cyclohexyl]tetrahydropyran-2-one obtained in the twelfth step of Example 1 dissolved in 30 mL of THF was added dropwise at −70° C., followed by stirring at that temperature for 1 hour...